Dataset: the Open Reaction Database (ORD), a public repository of structured organic reaction records. Task: describe an organic reaction: reactants, conditions, products, and yield Reactants: BrC=1C=C2C(CC(OC2=CC1F)C1=CC=CC=C1)=O (6-bromo-7-fluoro-2-phenylchroman-4-one), FC1=NC=CC=C1B(O)O (2-fluoropyridin-3-ylboronic acid), C(=O)([O-])[O-].[Na+].[Na+] (Na2CO3), C1=CC=C(C=C1)P(C2=CC=CC=C2)C3=CC=CC=C3 (PPh3). Reagents/catalysts: Cl[Pd]([P](C1=CC=CC=C1)(C2=CC=CC=C2)C3=CC=CC=C3)([P](C4=CC=CC=C4)(C5=CC=CC=C5)C6=CC=CC=C6)Cl (Pd(PPh3)2Cl2). The solvent is C1(=CC=CC=C1)C.CCO (toluene EtOH). Run at temperature 110 celsius, time 20 minute. Product: FC1=C(C=C2C(CC(OC2=C1)C1=CC=CC=C1)=O)C=1C(=NC=CC1)F (7-fluoro-6-(2-fluoropyridin-3-yl)-2-phenylchroman-4-one). Isolated yield 23.3%. RXN SMILES: Br[C:2]1[CH:3]=[C:4]2[C:9](=[CH:10][C:11]=1[F:12])[O:8][CH:7]([C:13]1[CH:18]=[CH:17][CH:16]=[CH:15][CH:14]=1)[CH2:6][C:5]2=[O:19].[F:20][C:21]1[C:26](B(O)O)=[CH:25][CH:24]=[CH:23][N:22]=1.C([O-])([O-])=O.[Na+].[Na+].C1C=CC(P(C2C=CC=CC=2)C2C=CC=CC=2)=CC=1>C1(C)C=CC=CC=1.CCO.Cl[Pd](Cl)([P](C1C=CC=CC=1)(C1C=CC=CC=1)C1C=CC=CC=1)[P](C1C=CC=CC=1)(C1C=CC=CC=1)C1C=CC=CC=1>[F:12][C:11]1[CH:10]=[C:9]2[C:4]([C:5](=[O:19])[CH2:6][CH:7]([C:13]3[CH:18]=[CH:17][CH:16]=[CH:15][CH:14]=3)[O:8]2)=[CH:3][C:2]=1[C:26]1[C:21]([F:20])=[N:22][CH:23]=[CH:24][CH:25]=1 |f:2.3.4,6.7,^1:67,86|. Procedure: A mixture of 6-bromo-7-fluoro-2-phenylchroman-4-one (318 mg, 0.994 mmol), 2-fluoropyridin-3-ylboronic acid (210 mg, 1.5 mmol), Na2CO3 (318 mg, 2.98 mmol), PPh3 (34 mg) and Pd(PPh3)2Cl2 (59 mg, 0.1 mmol) in toluene/EtOH (v/v=1/1, 10.5 mL) was degassed and stirred at 110° C. for 20 minutes. The reaction mixture was concentrated in vacuo to give the residue, which was purified by preparative TLC to give 7-fluoro-6-(2-fluoropyridin-3-yl)-2-phenylchroman-4-one (78 mg, 23%). The reactants are O=C1Nc2c(Br)cccc2C12COc1cc3c(cc12)OCO3, [C-]#N, [C-]#N, CN(C)C=O, [Zn+2], c1ccc(P(c2ccccc2)(c2ccccc2)[Pd](P(c2ccccc2)(c2ccccc2)c2ccccc2)(P(c2ccccc2)(c2ccccc2)c2ccccc2)P(c2ccccc2)(c2ccccc2)c2ccccc2)cc1. The product is N#Cc1cccc2c1NC(=O)C21COc2cc3c(cc21)OCO3. RXN SMILES: [Br:1][c:2]1[cH:3][cH:4][cH:5][c:6]2[c:7]1[NH:8][C:9](=[O:22])[C:10]21[CH2:11][O:12][c:13]2[c:14]1[cH:15][c:16]1[c:17]([cH:21]2)[O:18][CH2:19][O:20]1.[C-:28]#[N:29].[C-:31]#[N:32].[CH3:23][N:24]([CH3:25])[CH:26]=[O:27].[Zn+2:30].[cH:33]1[cH:34][cH:35][c:36]([P:37]([Pd:38]([P:39]([c:40]2[cH:41][cH:42][cH:43][cH:44][cH:45]2)([c:46]2[cH:47][cH:48][cH:49][cH:50][cH:51]2)[c:52]2[cH:53][cH:54][cH:55][cH:56][cH:57]2)([P:58]([c:59]2[cH:60][cH:61][cH:62][cH:63][cH:64]2)([c:65]2[cH:66][cH:67][cH:68][cH:69][cH:70]2)[c:71]2[cH:72][cH:73][cH:74][cH:75][cH:76]2)[P:77]([c:78]2[cH:79][cH:80][cH:81][cH:82][cH:83]2)([c:84]2[cH:85][cH:86][cH:87][cH:88][cH:89]2)[c:90]2[cH:91][cH:92][cH:93][cH:94][cH:95]2)([c:96]2[cH:97][cH:98][cH:99][cH:100][cH:101]2)[c:102]2[cH:103][cH:104][cH:105][cH:106][cH:107]2)[cH:108][cH:109]1>>[c:2]1([C:23]#[N:24])[cH:3][cH:4][cH:5][c:6]2[c:7]1[NH:8][C:9](=[O:22])[C:10]21[CH2:11][O:12][c:13]2[c:14]1[cH:15][c:16]1[c:17]([cH:21]2)[O:18][CH2:19][O:20]1. Reactants: O=C([O-])O, ClCCCl, O=[N+]([O-])c1ccc(-c2n[nH]cc2C=NO)o1, [Na+], O, O=P(Cl)(Cl)Cl. The product is N#Cc1c[nH]nc1-c1ccc([N+](=O)[O-])o1. As a reaction SMILES: [C:23](=[O:24])([O-:25])[OH:26].[Cl:28][CH2:29][CH2:30][Cl:31].[N+:1](=[O:2])([O-:3])[c:4]1[cH:5][cH:6][c:7](-[c:9]2[n:10][nH:11][cH:12][c:13]2[CH:14]=[N:15][OH:16])[o:8]1.[Na+:27].[OH2:22].[P:17]([Cl:18])([Cl:19])([Cl:20])=[O:21]>>[N+:1](=[O:2])([O-:3])[c:4]1[cH:5][cH:6][c:7](-[c:9]2[n:10][nH:11][cH:12][c:13]2[C:14]#[N:15])[o:8]1. Reactants: C(c1cnn(c1)c1ccccc1)=O, CC1=CN=C(C=C1)N, [C-]#[N+]C1CCCCC1. Reagents/catalysts: O=C(O)C(F)(F)F (trifluoroacetic acid). Run in CC(C)O (isopropyl alcohol), CC(C)O (isopropylalcohol). Conditions: temperature 22 celsius, time 20 hour. The product is Cc1ccc2nc(c3cnn(c3)c3ccccc3)c(NC3CCCCC3)n2c1. Isolated yield 6.6%. RXN SMILES: CC1=CC=C(N)N=C1.[C-]#[N+]C1CCCCC1.O=CC1=CN(N=C1)C1=CC=CC=C1>>CC1=CN2C(C=C1)=NC(C1=CN(N=C1)C1=CC=CC=C1)=C2NC1CCCCC1. The reactants are N#CC1(c2c(F)cccc2Cl)CC1, O, O=S(=O)(O)O. Product: NC(=O)C1(c2c(F)cccc2Cl)CC1. RXN SMILES: [Cl:6][c:7]1[c:8]([C:14]2([C:17]#[N:18])[CH2:15][CH2:16]2)[c:9]([F:13])[cH:10][cH:11][cH:12]1.[OH2:19].[S:1]([OH:2])(=[O:3])(=[O:4])[OH:5]>>[O:2]=[C:17]([C:14]1([c:8]2[c:7]([Cl:6])[cH:12][cH:11][cH:10][c:9]2[F:13])[CH2:15][CH2:16]1)[NH2:18]. Reactants: C(C)(=O)C=1C=C(C(=O)OC)C=CC1O (Methyl 3-acetyl-4-hydroxybenzoate), BrN1C(CCC1=O)=O (N-bromosuccinimide). Run in ClC1=CC=CC=C1 (chlorobenzene). Product: AlBN, C(C)(=O)C=1C=C(C(=O)OC)C=C(C1O)Br (methyl 3-acetyl-5-bromo-4-hydroxybenzoate). As a reaction SMILES: [C:1]([C:4]1[CH:5]=[C:6]([CH:11]=[CH:12][C:13]=1[OH:14])[C:7]([O:9][CH3:10])=[O:8])(=[O:3])[CH3:2].[Br:15]N1C(=O)CCC1=O>ClC1C=CC=CC=1>[C:1]([C:4]1[CH:5]=[C:6]([CH:11]=[C:12]([Br:15])[C:13]=1[OH:14])[C:7]([O:9][CH3:10])=[O:8])(=[O:3])[CH3:2]. Procedure details: Methyl 3-acetyl-4-hydroxybenzoate was reacted in chlorobenzene with 1.1 eq. of N-bromosuccinimide and a trace of AlBN to form methyl 3-acetyl-5-bromo-4-hydroxybenzoate. Colorless crystals, mp 106°-108° C. Reactants: C1(CC1)COC(=O)SC1C(C(N1C(C(=O)OCC1=CC=C(C=C1)[N+](=O)[O-])=C(CBr)O)=O)NC(COC1=CC=CC=C1)=O (p-nitrobenzyl α-[4-cyclopropylmethoxycarbonylthio-3-phenoxyacetamido-2-oxoazetidin-1-yl]-α-(2-bromo-1-hydroxyethylidene)acetate), [Cl-].[Al+3].[Cl-].[Cl-] (aluminum chloride), ice water, Cl (hydrochloric acid). The solvent is CO (methanol). Run at time 35 minute. The product is SC1C(C(N1C(C(=O)OCC1=CC=C(C=C1)[N+](=O)[O-])=C(CBr)O)=O)NC(COC1=CC=CC=C1)=O (p-nitrobenzyl α-[4-mercapto-3-phenoxyacetamido-2-oxoazetidin-1-yl]-α-(2-bromo-1-hydroxyethylidene)acetate). The yield is 80.7%. Reaction SMILES: C1(COC([S:8][CH:9]2[N:12]([C:13](=[C:27]([OH:30])[CH2:28][Br:29])[C:14]([O:16][CH2:17][C:18]3[CH:23]=[CH:22][C:21]([N+:24]([O-:26])=[O:25])=[CH:20][CH:19]=3)=[O:15])[C:11](=[O:31])[CH:10]2[NH:32][C:33](=[O:42])[CH2:34][O:35][C:36]2[CH:41]=[CH:40][CH:39]=[CH:38][CH:37]=2)=O)CC1.[Cl-].[Al+3].[Cl-].[Cl-].Cl>CO>[SH:8][CH:9]1[N:12]([C:13](=[C:27]([OH:30])[CH2:28][Br:29])[C:14]([O:16][CH2:17][C:18]2[CH:23]=[CH:22][C:21]([N+:24]([O-:26])=[O:25])=[CH:20][CH:19]=2)=[O:15])[C:11](=[O:31])[CH:10]1[NH:32][C:33](=[O:42])[CH2:34][O:35][C:36]1[CH:37]=[CH:38][CH:39]=[CH:40][CH:41]=1 |f:1.2.3.4|. Reported procedure: To a solution of p-nitrobenzyl α-[4-cyclopropylmethoxycarbonylthio-3-phenoxyacetamido-2-oxoazetidin-1-yl]-α-(2-bromo-1-hydroxyethylidene)acetate (218 mg) in methanol free methylene chloride (2.1 ml) is added aluminum chloride (220 mg) under ice cooling, and the mixture is stirred under argon atmosphere. After 35 minutes, the reaction mixture is poured into ice water containing 4 N-hydrochloric acid (4 ml), stirred for 10 minutes, and is extracted with chloroform. The extract solution is washed w... Reactants: IC1=CC=C(C(=O)Cl)C=C1 (4-iodo-benzoyl chloride), N1CCCCC1 (piperidine). The solvent is ClCCl (dichloromethane). The product is IC1=CC=C(C=C1)C(=O)N1CCCCC1 ((4-iodo-phenyl)-piperidin-1-yl-methanone). The yield is 100.1%. RXN SMILES: [I:1][C:2]1[CH:10]=[CH:9][C:5]([C:6](Cl)=[O:7])=[CH:4][CH:3]=1.[NH:11]1[CH2:16][CH2:15][CH2:14][CH2:13][CH2:12]1>ClCCl>[I:1][C:2]1[CH:10]=[CH:9][C:5]([C:6]([N:11]2[CH2:16][CH2:15][CH2:14][CH2:13][CH2:12]2)=[O:7])=[CH:4][CH:3]=1. Reported procedure: To a suspension of 4-iodo-benzoyl chloride (2.00 g, 7.51 mmol) in dichloromethane (25 mL) was added piperidine (1.85 mL, 18.76 mmol). The reaction mixture was heated at reflux for 1.5 hour and then cooled to room temperature. The organic layer was washed with an aqueous 1M HCl solution, brine, dried (Na2SO4), filtered, concentrated under vacuum to give the title compound (2.37 g, 100%) as a white solid.